describe an organic reaction: reactants, conditions, products, and yield From a dataset of the Open Reaction Database (ORD), a public repository of structured organic reaction records. Starting materials: C(C)(C)(C)N1N=CC(=C1C1=CC=C(C=C1)F)C=1SC=C(N1)CC(=O)O (2-(2-(1-tert-butyl-5-(4-fluorophenyl)-1H-pyrazol-4-yl)thiazol-4-yl)acetic acid), N1C(C=CC=2CNCCC12)=O (5,6,7,8-tetrahydro-1,6-naphthyridin-2(1H)-one). Product: C(C)(C)(C)N1N=CC(=C1C1=CC=C(C=C1)F)C=1SC=C(N1)CC(=O)N1CC=2C=CC(NC2CC1)=O (6-({2-[1-tert-butyl-5-(4-fluorophenyl)-1H-pyrazol-4-yl]-1,3-thiazol-4-yl}acetyl)-5,6,7,8-tetrahydro-1,6-naphthyridin-2(1H)-one). As a reaction SMILES: [C:1]([N:5]1[C:9]([C:10]2[CH:15]=[CH:14][C:13]([F:16])=[CH:12][CH:11]=2)=[C:8]([C:17]2[S:18][CH:19]=[C:20]([CH2:22][C:23](O)=[O:24])[N:21]=2)[CH:7]=[N:6]1)([CH3:4])([CH3:3])[CH3:2].[NH:26]1[C:35]2[CH2:34][CH2:33][NH:32][CH2:31][C:30]=2[CH:29]=[CH:28][C:27]1=[O:36]>>[C:1]([N:5]1[C:9]([C:10]2[CH:11]=[CH:12][C:13]([F:16])=[CH:14][CH:15]=2)=[C:8]([C:17]2[S:18][CH:19]=[C:20]([CH2:22][C:23]([N:32]3[CH2:33][CH2:34][C:35]4[NH:26][C:27](=[O:36])[CH:28]=[CH:29][C:30]=4[CH2:31]3)=[O:24])[N:21]=2)[CH:7]=[N:6]1)([CH3:4])([CH3:2])[CH3:3]. Procedure details: Using 2-(2-(1-tert-butyl-5-(4-fluorophenyl)-1H-pyrazol-4-yl)thiazol-4-yl)acetic acid and 5,6,7,8-tetrahydro-1,6-naphthyridin-2(1H)-one and by reaction and purification in the same manner as in the method described in Example 1, step 7, the title compound was obtained. Reactants: O=C([O-])[O-], C(=Cc1ccccc1)CN1CCNCC1, ClC(Cl)Cl, [K+], [K+], O=S(=O)(Cl)c1ccc2ncnc(N3CCCCC3)c2c1. The product is O=S(=O)(c1ccc2ncnc(N3CCCCC3)c2c1)N1CCN(CC=Cc2ccccc2)CC1. Reaction SMILES: [C:16](=[O:17])([O-:18])[O-:19].[CH2:1]([CH:2]=[CH:3][c:4]1[cH:5][cH:6][cH:7][cH:8][cH:9]1)[N:10]1[CH2:11][CH2:12][NH:13][CH2:14][CH2:15]1.[CH:42]([Cl:43])([Cl:44])[Cl:45].[K+:20].[K+:21].[N:22]1([c:28]2[n:29][cH:30][n:31][c:32]3[cH:33][cH:34][c:35]([S:38](=[O:39])(=[O:40])[Cl:41])[cH:36][c:37]23)[CH2:23][CH2:24][CH2:25][CH2:26][CH2:27]1>>[CH2:1]([CH:2]=[CH:3][c:4]1[cH:5][cH:6][cH:7][cH:8][cH:9]1)[N:10]1[CH2:11][CH2:12][N:13]([S:38]([c:35]2[cH:34][cH:33][c:32]3[n:31][cH:30][n:29][c:28]([N:22]4[CH2:23][CH2:24][CH2:25][CH2:26][CH2:27]4)[c:37]3[cH:36]2)(=[O:39])=[O:40])[CH2:14][CH2:15]1. The reactants are [OH-].[Na+] (sodium hydroxide), ClC1=C(C=CC(=C1[N+](=O)[O-])Cl)O (2,4-dichloro-3-nitrophenol), S(=O)(=O)(OC)OC (dimethyl sulfate). The reagents and catalysts are [Cl-].C(C1=CC=CC=C1)[N+](C)(C)C (benzyltrimethylammonium chloride). Solvent: O (water), C(Cl)Cl (methylene chloride). Run at time 1 hour. Product: ClC1=C(C=CC(=C1[N+](=O)[O-])Cl)OC (2,4-dichloro-3-nitroanisole). Reaction SMILES: [Cl:1][C:2]1[C:7]([N+:8]([O-:10])=[O:9])=[C:6]([Cl:11])[CH:5]=[CH:4][C:3]=1[OH:12].[OH-].[Na+].S(OC)(O[CH3:19])(=O)=O>C(Cl)Cl.[Cl-].C([N+](C)(C)C)C1C=CC=CC=1.O>[Cl:1][C:2]1[C:7]([N+:8]([O-:10])=[O:9])=[C:6]([Cl:11])[CH:5]=[CH:4][C:3]=1[O:12][CH3:19] |f:1.2,5.6|. Procedure: A solution of 155.4 g of 2,4-dichloro-3-nitrophenol in 2 l of methylene chloride is treated with 16.9 g of benzyltrimethylammonium chloride. There is added thereto a solution of 44.8 g of sodium hydroxide in 1.8 l of water and, while stirring vigorously, 143 ml of dimethyl sulfate. After 1 hour, the organic phase is separated, washed with water, dried and evaporated in vacuo. There is obtained 2,4-dichloro-3-nitroanisole of melting point 97°-99° (hexane). Starting materials: CN1N=C(C2=CC=CC=C12)C=C (1-methyl-3-vinyl-1H-indazole), [N+](=[N-])=CC(=O)OCC (ethyl diazoacetate). The solvent is C1(=CC=CC=C1)C (toluene). Product: CN1N=C(C2=CC=CC=C12)C1C(C1)C(=O)OCC (ethyl 2-(1-methyl-1H-indazol-3-yl)cyclopropanecarboxylate). Reaction SMILES: [CH3:1][N:2]1[C:10]2[C:5](=[CH:6][CH:7]=[CH:8][CH:9]=2)[C:4]([CH:11]=[CH2:12])=[N:3]1.[N+](=[CH:15][C:16]([O:18][CH2:19][CH3:20])=[O:17])=[N-]>C1(C)C=CC=CC=1>[CH3:1][N:2]1[C:10]2[C:5](=[CH:6][CH:7]=[CH:8][CH:9]=2)[C:4]([CH:11]2[CH2:12][CH:15]2[C:16]([O:18][CH2:19][CH3:20])=[O:17])=[N:3]1. Procedure: A solution of compound 2 (1.1 g, 7 mmol) in toluene (5 mL) was treated with ethyl diazoacetate (1.2 g, 10 mmol) and stirred at reflux overnight under N2. The mixture was concentrated and the residue was purified by gradient elution on silica gel (PE: EA=5:1) to afford the title compound as a pale yellow oil.